This data is from the Open Reaction Database (ORD), a public repository of structured organic reaction records. The task is: describe an organic reaction: reactants, conditions, products, and yield Reactants: CC(C)=O, CCCCOc1ccc(C(O)c2ccc(Cl)c(S(N)(=O)=O)c2)cc1, O. The product is CCCCOc1ccc(C(=O)c2ccc(Cl)c(S(N)(=O)=O)c2)cc1. As a reaction SMILES: [CH3:25][C:26](=[O:27])[CH3:28].[Cl:1][c:2]1[c:3]([S:21](=[O:22])(=[O:23])[NH2:24])[cH:4][c:5]([CH:8]([c:9]2[cH:10][cH:11][c:12]([O:15][CH2:16][CH2:17][CH2:18][CH3:19])[cH:13][cH:14]2)[OH:20])[cH:6][cH:7]1.[OH2:29]>>[Cl:1][c:2]1[c:3]([S:21](=[O:22])(=[O:23])[NH2:24])[cH:4][c:5]([C:8]([c:9]2[cH:10][cH:11][c:12]([O:15][CH2:16][CH2:17][CH2:18][CH3:19])[cH:13][cH:14]2)=[O:20])[cH:6][cH:7]1.